Dataset: the Open Reaction Database (ORD), a public repository of structured organic reaction records. Task: describe an organic reaction: reactants, conditions, products, and yield Reactants: ClC1=CC(=CC=C1)C(=O)OO (meta-chloroperbenzoic acid), BrC1=CC=C(C=C1)SCC(C(C)(C)C)(O)C1=CN=CS1 (1-[(4-bromophenyl)sulphanyl]-3,3-dimethyl-2-(1,3-thiazol-5-yl)butan-2-ol), C(O)([O-])=O.[Na+] (sodium hydrogen carbonate). Run in ClCCl (dichloromethane). Yields the product CC1(CCCCC1)C1(OC1)C1=CN=CS1 (5-[2-(1-methylcyclohexyl)oxiran-2-yl]-1,3-thiazole). Reaction SMILES: BrC1C=CC(S[CH2:9][C:10]([C:16]2[S:20][CH:19]=[N:18][CH:17]=2)([OH:15])[C:11]([CH3:14])([CH3:13])[CH3:12])=CC=1.Cl[C:22]1[CH:27]=CC=C(C(OO)=O)[CH:23]=1.C(=O)([O-])O.[Na+]>ClCCl>[CH3:14][C:11]1([C:10]2([C:16]3[S:20][CH:19]=[N:18][CH:17]=3)[CH2:9][O:15]2)[CH2:12][CH2:27][CH2:22][CH2:23][CH2:13]1 |f:2.3|. Procedure: To 1.00 g (2.7 mmol) of 1-[(4-bromophenyl)sulphanyl]-3,3-dimethyl-2-(1,3-thiazol-5-yl)butan-2-ol dissolved in 100 ml of dichloromethane was added, at room temperature, 0.70 g (4.0 mmol) of meta-chloroperbenzoic acid, and the reaction mixture was stirred at room temperature for 16 h. After addition of saturated aqueous sodium hydrogen carbonate solution, the organic phase was removed and the aqueous phase was extracted with dichloromethane. The combined organic phases were dried in the sodium sul... RXN SMILES: [CH2:21]([CH3:22])[O:23][CH:24]([C:25](=[O:26])[O:27][CH2:28][CH3:29])[CH2:30][c:31]1[cH:32][cH:33][c:34]([OH:37])[cH:35][cH:36]1.[Cl:1][c:2]1[cH:3][cH:4][c:5]([O:19][CH3:20])[c:6](-[c:8]2[cH:9][cH:10][c:11]([C:14](=[CH:15][CH2:16][OH:17])[CH3:18])[cH:12][cH:13]2)[cH:7]1>>[Cl:1][c:2]1[cH:3][cH:4][c:5]([O:19][CH3:20])[c:6](-[c:8]2[cH:9][cH:10][c:11]([C:14](=[CH:15][CH2:16][O:17][c:34]3[cH:33][cH:32][c:31]([CH2:30][CH:24]([O:23][CH2:21][CH3:22])[C:25](=[O:26])[O:27][CH2:28][CH3:29])[cH:36][cH:35]3)[CH3:18])[cH:12][cH:13]2)[cH:7]1. The product is CCOC(=O)C(Cc1ccc(OCC=C(C)c2ccc(-c3cc(Cl)ccc3OC)cc2)cc1)OCC. Reactants: CCOC(=O)C(Cc1ccc(O)cc1)OCC, COc1ccc(Cl)cc1-c1ccc(C(C)=CCO)cc1.